From a dataset of the Open Reaction Database (ORD), a public repository of structured organic reaction records. describe an organic reaction: reactants, conditions, products, and yield The reactants are N1=CN=CC(=C1)B(O)O (pyrimidin-5-ylboronic acid), BrC1=C(C=C(C(=O)NC2=CC=C(C=C2)OC(F)(F)F)C=C1)I (4-Bromo-3-iodo-N-(4-(trifluoromethoxy)phenyl)benzamide), N1=CN=CC(=C1)B(O)O (pyrimidin-5-ylboronic acid), C(=O)([O-])[O-].[Na+].[Na+] (Na2CO3), O (water), Si-Thiol. Reagents/catalysts: Cl[Pd]([P](C1=CC=CC=C1)(C2=CC=CC=C2)C3=CC=CC=C3)([P](C4=CC=CC=C4)(C5=CC=CC=C5)C6=CC=CC=C6)Cl (Pd(PPh3)2Cl2). Run in COCCOC (DME), CCO (EtOH). Run at temperature 80 celsius, time 23 hour. The product is BrC1=C(C=C(C(=O)NC2=CC=C(C=C2)OC(F)(F)F)C=C1)C=1C=NC=NC1 (4-Bromo-3-(pyrimidin-5-yl)-N-(4-(trifluoromethoxy)phenyl)-benzamide). Reaction SMILES: [Br:1][C:2]1[CH:21]=[CH:20][C:5]([C:6]([NH:8][C:9]2[CH:14]=[CH:13][C:12]([O:15][C:16]([F:19])([F:18])[F:17])=[CH:11][CH:10]=2)=[O:7])=[CH:4][C:3]=1I.[N:23]1[CH:28]=[C:27](B(O)O)[CH:26]=[N:25][CH:24]=1.C([O-])([O-])=O.[Na+].[Na+].O>COCCOC.Cl[Pd](Cl)([P](C1C=CC=CC=1)(C1C=CC=CC=1)C1C=CC=CC=1)[P](C1C=CC=CC=1)(C1C=CC=CC=1)C1C=CC=CC=1.CCO>[Br:1][C:2]1[CH:21]=[CH:20][C:5]([C:6]([NH:8][C:9]2[CH:14]=[CH:13][C:12]([O:15][C:16]([F:19])([F:18])[F:17])=[CH:11][CH:10]=2)=[O:7])=[CH:4][C:3]=1[C:27]1[CH:28]=[N:23][CH:24]=[N:25][CH:26]=1 |f:2.3.4,^1:47,66|. Procedure: 4-Bromo-3-iodo-N-(4-(trifluoromethoxy)phenyl)benzamide (Stage 117.2, 3 g, 6.17 mmol), pyrimidin-5-ylboronic acid (841 mg, 6.79 mmol), Pd(PPh3)2Cl2 (217 mg, 0.309 mmol) and Na2CO3 (1.963 g, 18.52 mmol) in a mixture of DME (17.28 mL), water (4.94 mL), EtOH (2.469 mL) was degassed and stirred at 80° C. for 23 h under argon. Additional pyrimidin-5-ylboronic acid (76 mg, 0.613 mmol) was added to the RM and stirring was continued for 5 h. The RM was treated with Si-Thiol (Silicycle, 1.27 mmol/g, 1.215... Reactants: COC(=O)CCCCCCN, Cl, O=Cc1ccc(-c2cnccn2)cc1. The product is COC(=O)CCCCCCNCc1ccc(-c2cnccn2)cc1. As a reaction SMILES: [CH3:2][O:3][C:4]([CH2:5][CH2:6][CH2:7][CH2:8][CH2:9][CH2:10][NH2:11])=[O:12].[ClH:1].[n:13]1[c:14](-[c:19]2[cH:20][cH:21][c:22]([CH:23]=[O:24])[cH:25][cH:26]2)[cH:15][n:16][cH:17][cH:18]1>>[CH3:2][O:3][C:4]([CH2:5][CH2:6][CH2:7][CH2:8][CH2:9][CH2:10][NH:11][CH2:23][c:22]1[cH:21][cH:20][c:19](-[c:14]2[n:13][cH:18][cH:17][n:16][cH:15]2)[cH:26][cH:25]1)=[O:12]. The reactants are Brc1ccccc1SC1CCNCC1, CCN=C=NCCCN(C)C, CCN(C(C)C)C(C)C, Cl, Cl, CN(C)C=O, O, On1nnc2ccccc21, O=C(O)CC(=O)Nc1ccc(-c2ccccc2)cc1. The product is O=C(CC(=O)N1CCC(Sc2ccccc2Br)CC1)Nc1ccc(-c2ccccc2)cc1. As a reaction SMILES: [Br:52][c:53]1[c:54]([S:59][CH:60]2[CH2:61][CH2:62][NH:63][CH2:64][CH2:65]2)[cH:55][cH:56][cH:57][cH:58]1.[CH3:39][CH2:40][N:41]=[C:42]=[N:43][CH2:44][CH2:45][CH2:46][N:47]([CH3:48])[CH3:49].[CH:20]([N:21]([CH2:22][CH3:23])[CH:24]([CH3:25])[CH3:26])([CH3:27])[CH3:28].[ClH:50].[ClH:51].[O:66]=[CH:67][N:68]([CH3:69])[CH3:70].[OH2:71].[OH:29][n:30]1[c:31]2[c:32]([cH:33][cH:34][cH:35][cH:36]2)[n:37][n:38]1.[c:1]1(-[c:14]2[cH:15][cH:16][cH:17][cH:18][cH:19]2)[cH:2][cH:3][c:4]([NH:7][C:8]([CH2:9][C:10](=[O:11])[OH:12])=[O:13])[cH:5][cH:6]1>>[c:1]1(-[c:14]2[cH:15][cH:16][cH:17][cH:18][cH:19]2)[cH:2][cH:3][c:4]([NH:7][C:8]([CH2:9][C:10](=[O:12])[N:63]2[CH2:62][CH2:61][CH:60]([S:59][c:54]3[c:53]([Br:52])[cH:58][cH:57][cH:56][cH:55]3)[CH2:65][CH2:64]2)=[O:13])[cH:5][cH:6]1. Reactants: C(=S)(Cl)Cl (Thiophosgene), FC1=C(N)C=CC(=C1)I (2-fluoro-4-iodoaniline). Run in C(Cl)(Cl)Cl (CHCl3), O (water). Run at time 16 hour. The product is FC1=C(C=CC(=C1)I)N=C=S (2-Fluoro-4-iodo-1-isothiocyanatobenzene). Yield: 100.2%. As a reaction SMILES: [C:1](Cl)(Cl)=[S:2].[F:5][C:6]1[CH:12]=[C:11]([I:13])[CH:10]=[CH:9][C:7]=1[NH2:8]>C(Cl)(Cl)Cl.O>[F:5][C:6]1[CH:12]=[C:11]([I:13])[CH:10]=[CH:9][C:7]=1[N:8]=[C:1]=[S:2]. Reported procedure: Thiophosgene (3.55 ml, 46.4 mmol) was added to a rapidly-stirred mixture of 2-fluoro-4-iodoaniline (10.0 g, 42.2 mmol) in CHCl3 (200 ml) and water (100 ml). The mixture was stirred at r.t. for 16 h. The organic phase was dried (Na2SO4) and concentrated in vacuo to give the title compound as an off-white crystalline solid (11.8 g, quant.). δH (DMSO-d6) 7.87 (1H, dd, J 1.8, 9.5 Hz), 7.63 (1H, ddd, J 1.0, 1.8, 8.4 Hz), 7.25 (1H, dd, J 8.2, 8.4 Hz). Reactants: [I-], [K+], O=NO, Cc1cccc(N)c1[N+](=O)[O-], Cc1c(-c2ccccc2)cc(N)c(N)c1C. Product: Cc1cccc(I)c1[N+](=O)[O-]. As a reaction SMILES: [I-:29].[K+:28].[N:30]([OH:31])=[O:32].[NH2:17][c:18]1[c:19]([N+:25](=[O:26])[O-:27])[c:20]([CH3:24])[cH:21][cH:22][cH:23]1.[NH2:1][c:2]1[c:3]([NH2:4])[c:5]([CH3:6])[c:7]([CH3:8])[c:9](-[c:10]2[cH:11][cH:12][cH:13][cH:14][cH:15]2)[cH:16]1>>[c:18]1([I:29])[c:19]([N+:25](=[O:26])[O-:27])[c:20]([CH3:24])[cH:21][cH:22][cH:23]1.